Dataset: the Open Reaction Database (ORD), a public repository of structured organic reaction records. Task: describe an organic reaction: reactants, conditions, products, and yield The reactants are O(C1=CC=CC=C1)C(C(=O)O)CC (2-phenoxybutyric acid), C(C)(C)OC(C)C (diisopropyl ether), [N+](=O)(O)[O-].O([N+](=O)[O-])CCN (2-nitroxyethylamine nitrate). Product: O([N+](=O)[O-])CCNC(C(CC)OC1=CC=CC=C1)=O (N-(2-Nitroxyethyl)-2-phenoxybutanamide). Isolated yield 57.8%. RXN SMILES: [O:1]([CH:8]([CH2:12][CH3:13])[C:9]([OH:11])=O)[C:2]1[CH:7]=[CH:6][CH:5]=[CH:4][CH:3]=1.[N+]([O-])(O)=O.[O:18]([CH2:22][CH2:23][NH2:24])[N+:19]([O-:21])=[O:20].C(OC(C)C)(C)C>>[O:18]([CH2:22][CH2:23][NH:24][C:9](=[O:11])[CH:8]([O:1][C:2]1[CH:3]=[CH:4][CH:5]=[CH:6][CH:7]=1)[CH2:12][CH3:13])[N+:19]([O-:21])=[O:20] |f:1.2|. Procedure details: Following a similar treatment to that in Example 2 and using 0.64 g of 2-phenoxybutyric acid and 0.60 g of 2-nitroxyethylamine nitrate, 0.55 g of the title compound was obtained as colorless acicular prisms (solvent for recrystallization; diisopropyl ether). Reactants: C1(=CC=CC=C1)C#C (phenyl acetylene), BrC1=C2/C(/C(NC2=CC=C1)=O)=C/C=1NC=CC1 ((Z)-4-bromo-1,3-dihydro-3-[(1H-pyrrol-2-yl)methylene]-2H-indol-2-one), BrC1=C2/C(/C(NC2=CC=C1)=O)=C/C=1NC=CC1 ((Z)-4-bromo-1,3-dihydro-3-[(1H-pyrrol-2-yl)methylene]-2H-indol-2-one). Reagents/catalysts: [Cu]I (CuI), C=1C=CC(=CC1)[P](C=2C=CC=CC2)(C=3C=CC=CC3)[Pd]([P](C=4C=CC=CC4)(C=5C=CC=CC5)C=6C=CC=CC6)([P](C=7C=CC=CC7)(C=8C=CC=CC8)C=9C=CC=CC9)[P](C=1C=CC=CC1)(C=1C=CC=CC1)C=1C=CC=CC1 ((Ph3P)4Pd). The solvent is CCN(CC)CC (Et3N), CN(C)C=O (DMF). The product is C1(=CC=CC=C1)C#CC1=C2/C(/C(NC2=CC=C1)=O)=C/C=1NC=CC1 ((Z)-1,3-dihydro-4-(phenylethynyl)-3-[(1H-pyrrol-2-yl)methylene]-2H-indol-2-one). Reaction SMILES: [C:1]1([C:7]#[CH:8])[CH:6]=[CH:5][CH:4]=[CH:3][CH:2]=1.Br[C:10]1[CH:18]=[CH:17][CH:16]=[C:15]2[C:11]=1/[C:12](=[CH:20]/[C:21]1[NH:22][CH:23]=[CH:24][CH:25]=1)/[C:13](=[O:19])[NH:14]2>C1C=CC([P]([Pd]([P](C2C=CC=CC=2)(C2C=CC=CC=2)C2C=CC=CC=2)([P](C2C=CC=CC=2)(C2C=CC=CC=2)C2C=CC=CC=2)[P](C2C=CC=CC=2)(C2C=CC=CC=2)C2C=CC=CC=2)(C2C=CC=CC=2)C2C=CC=CC=2)=CC=1.[Cu]I.CN(C=O)C.CCN(CC)CC>[C:1]1([C:7]#[C:8][C:10]2[CH:18]=[CH:17][CH:16]=[C:15]3[C:11]=2/[C:12](=[CH:20]/[C:21]2[NH:22][CH:23]=[CH:24][CH:25]=2)/[C:13](=[O:19])[NH:14]3)[CH:6]=[CH:5][CH:4]=[CH:3][CH:2]=1 |^1:29,31,50,69|. Reported procedure: Using general Method D above, phenyl acetylene (32 mg, 0.31 mmol) (Aldrich) was coupled with (Z)-4-bromo-1,3-dihydro-3-[(1H-pyrrol-2-yl)methylene]-2H-indol-2-one (Starting Material 9) (46.3 mg, 0.16 mmol) using (Ph3P)4Pd (8 mg) (Aldrich) and CuI (1.5 mg) (Aldrich) as catalyst in DMF (2 mL) and Et3N (3 mL) as solvent at 85° C. for 18 h, yielding (Z)-1,3-dihydro-4-(phenylethynyl)-3-[(1H-pyrrol-2-yl)methylene]-2H-indol-2-one. (Yield 41 mg, 83%) Starting materials: CCOC(C)=O, C=C(OCC)c1c(C)c2cnc(Nc3ccc(N4CC(C)OC(C)C4)cn3)nc2n(C2CCCC2)c1=O, ClCCl, Cl, [Na+], O=C([O-])O. Yields the product CC(=O)c1c(C)c2cnc(Nc3ccc(N4CC(C)OC(C)C4)cn3)nc2n(C2CCCC2)c1=O. Reaction SMILES: [CH3:39][CH2:40][O:41][C:42](=[O:43])[CH3:44].[CH:1]1([n:6]2[c:7](=[O:37])[c:8]([C:32](=[CH2:33])[O:34][CH2:35][CH3:36])[c:9]([CH3:31])[c:10]3[c:11]2[n:12][c:13]([NH:16][c:17]2[n:18][cH:19][c:20]([N:23]4[CH2:24][CH:25]([CH3:30])[O:26][CH:27]([CH3:29])[CH2:28]4)[cH:21][cH:22]2)[n:14][cH:15]3)[CH2:2][CH2:3][CH2:4][CH2:5]1.[Cl:45][CH2:46][Cl:47].[ClH:38].[Na+:52].[O-:48][C:49]([OH:50])=[O:51]>>[CH:1]1([n:6]2[c:7](=[O:37])[c:8]([C:32]([CH3:33])=[O:34])[c:9]([CH3:31])[c:10]3[c:11]2[n:12][c:13]([NH:16][c:17]2[n:18][cH:19][c:20]([N:23]4[CH2:24][CH:25]([CH3:30])[O:26][CH:27]([CH3:29])[CH2:28]4)[cH:21][cH:22]2)[n:14][cH:15]3)[CH2:2][CH2:3][CH2:4][CH2:5]1. Starting materials: C1CCOC1, CO, COC(=O)c1ccc(-c2ccc(Nc3nc4ccc(F)cc4s3)cc2)cc1, [Na+], [OH-], O. The product is O=C(O)c1ccc(-c2ccc(Nc3nc4ccc(F)cc4s3)cc2)cc1. RXN SMILES: [CH2:33]1[O:34][CH2:35][CH2:36][CH2:37]1.[CH3:28][OH:29].[F:1][c:2]1[cH:3][c:4]2[c:5]([n:6][c:7]([NH:9][c:10]3[cH:11][cH:12][c:13](-[c:16]4[cH:17][cH:18][c:19]([C:22](=[O:23])[O:24][CH3:25])[cH:20][cH:21]4)[cH:14][cH:15]3)[s:8]2)[cH:26][cH:27]1.[Na+:32].[OH-:31].[OH2:30]>>[F:1][c:2]1[cH:3][c:4]2[c:5]([n:6][c:7]([NH:9][c:10]3[cH:11][cH:12][c:13](-[c:16]4[cH:17][cH:18][c:19]([C:22](=[O:23])[OH:24])[cH:20][cH:21]4)[cH:14][cH:15]3)[s:8]2)[cH:26][cH:27]1. Reactants: C(#N)C(C=1N=C(SC1)NC(=O)NCC1=CC(=CC=C1)F)N(C(=O)C1OCCC1)C (Tetrahydro-furan-2-carboxylic acid (cyano-{2-[3-(3-fluoro-benzyl)-ureido]-thiazol-4-yl}-methyl)-methyl-amide). Reagents/catalysts: [Ni] (Nickel). Solvent: CO (MeOH). Product: NCC(C=1N=C(SC1)NC(=O)NCC1=CC(=CC=C1)F)N(C(=O)C1OCCC1)C (tetrahydro-furan-2-carboxylic acid (2-amino-1-{2-[3-(3-fluoro-benzyl)-ureido]-thiazol-4-yl}-ethyl)-methyl-amide). As a reaction SMILES: [C:1]([CH:3]([N:21]([CH3:29])[C:22]([CH:24]1[CH2:28][CH2:27][CH2:26][O:25]1)=[O:23])[C:4]1[N:5]=[C:6]([NH:9][C:10]([NH:12][CH2:13][C:14]2[CH:19]=[CH:18][CH:17]=[C:16]([F:20])[CH:15]=2)=[O:11])[S:7][CH:8]=1)#[N:2]>CO.[Ni]>[NH2:2][CH2:1][CH:3]([N:21]([CH3:29])[C:22]([CH:24]1[CH2:28][CH2:27][CH2:26][O:25]1)=[O:23])[C:4]1[N:5]=[C:6]([NH:9][C:10]([NH:12][CH2:13][C:14]2[CH:19]=[CH:18][CH:17]=[C:16]([F:20])[CH:15]=2)=[O:11])[S:7][CH:8]=1. Reported procedure: Tetrahydro-furan-2-carboxylic acid (cyano-{2-[3-(3-fluoro-benzyl)-ureido]-thiazol-4-yl}-methyl)-methyl-amide (420 mg) was dissolved in MeOH (10 mL) and treated with Raney®-Nickel under a pressurized hydrogen (45 psi) over a couple of hours until all starting materials were consumed. The final product was purified by column chromatography. The product was confirmed by 1H NMR and LC-MS. The product is N1(C=NC=C1)C=1N=C(C2=C(N1)SC1=C2CCCC1)NCCC1=CC2=C(C=C1)OCO2 (2-(imidazol-1-yl)-5,6,7,8-tetrahydro-4-(3,4-methylenedioxyphenethylamino)-[1]-benzothieno-[2,3-d]-pyrimidine). RXN SMILES: [NH:1]1[CH:5]=[CH:4][N:3]=[CH:2]1.Cl[C:7]1[N:8]=[C:9]([NH:20][CH2:21][CH2:22][C:23]2[CH:28]=[CH:27][C:26]3[O:29][CH2:30][O:31][C:25]=3[CH:24]=2)[C:10]2[C:15]3[CH2:16][CH2:17][CH2:18][CH2:19][C:14]=3[S:13][C:11]=2[N:12]=1>>[N:1]1([C:7]2[N:8]=[C:9]([NH:20][CH2:21][CH2:22][C:23]3[CH:28]=[CH:27][C:26]4[O:29][CH2:30][O:31][C:25]=4[CH:24]=3)[C:10]3[C:15]4[CH2:16][CH2:17][CH2:18][CH2:19][C:14]=4[S:13][C:11]=3[N:12]=2)[CH:5]=[CH:4][N:3]=[CH:2]1. Starting materials: N1C=NC=C1 (imidazole), ClC=1N=C(C2=C(N1)SC1=C2CCCC1)NCCC1=CC2=C(C=C1)OCO2 (2-chloro-5,6,7,8-tetrahydro-4-(3,4-methylenedioxyphenethylamino)-[1]-benzothieno-[2,3-d]-pyrimidine). Procedure details: Following the procedure of Example 97, the reaction of imidazole with 2-chloro-5,6,7,8-tetrahydro-4-(3,4-methylenedioxyphenethylamino)-[1]-benzothieno-[2,3-d]-pyrimidine gives 2-(imidazol-1-yl)-5,6,7,8-tetrahydro-4-(3,4-methylenedioxyphenethylamino)-[1]-benzothieno-[2,3-d]-pyrimidine. Reactants: COC1=CC2=C(N=C(S2)C2=CC=C(C=C2)[N+](=O)[O-])C=C1 (6-Methoxy-2-(4-nitrophenyl)benzothiazole), B(Br)(Br)Br (BBr3). Run in C(Cl)Cl (CH2Cl2), C(Cl)Cl (CH2Cl2). Conditions: time 18 hour. Product: COC1=CC2=C(N=C(S2)C2=CC=C(C=C2)N)C=C1 (6-Methoxy-2-(4-aminophenyl)benzothiazole). The yield is 87.8%. Reaction SMILES: [CH3:1][O:2][C:3]1[CH:20]=[CH:19][C:6]2[N:7]=[C:8]([C:10]3[CH:15]=[CH:14][C:13]([N+:16]([O-])=O)=[CH:12][CH:11]=3)[S:9][C:5]=2[CH:4]=1.B(Br)(Br)Br>C(Cl)Cl>[CH3:1][O:2][C:3]1[CH:20]=[CH:19][C:6]2[N:7]=[C:8]([C:10]3[CH:11]=[CH:12][C:13]([NH2:16])=[CH:14][CH:15]=3)[S:9][C:5]=2[CH:4]=1. Procedure details: To a solution of 2-(4′-Amino-3′-iodophenyl)-6-methoxybenzathiazole (5) (8.0 mg, 0.02 mmol) in CH2Cl2 (2.0 mL) was injected 1 M BBr3 solution in CH2Cl2 (0.20 ml, 0.20 mmol) under N2 atmosphere. The reaction mixture was stirred at room temperature for 18 hrs. After the reaction was quenched with water, the mixture was neutralized with NaHCO3. The aqueous layer was extracted with ethyl acetate (3×3 mL). The organic layers were combined and dried over MgSO4. The solvent was then evaporated under red... The reactants are N1(CCC1)C=1S[C@@H]2[C@H](N1)[C@H]([C@H]([C@@H](O2)CO)C2=C(C(=O)[O-])C=CC=C2)C2=C(C(=O)[O-])C=CC=C2 ((3aR,5R,6S,7R,7aR)-2-(azetidin-1-yl)-5-(hydroxymethyl)-5,6,7,7a-tetrahydro-3aH-pyrano[3,2-d]thiazole-6,7-diyldibenzoate), CCN(CC)S(F)(F)F (DAST), C(=O)([O-])[O-].[K+].[K+] (K2CO3), CO (MeOH). Run in C(Cl)Cl (DCM), CC(=O)O (AcOH). Reaction conditions: time 8 hour. Yields the product N1(CCC1)C=1S[C@@H]2[C@H](N1)[C@H]([C@@H]([C@H](O2)CF)O)O ((3aR,5S,6S,7R,7aR)-2-(azetidin-1-yl)-5-(fluoromethyl)-5,6,7,7a-tetrahydro-3aH-pyrano[3,2-d]thiazole-6,7-diol). As a reaction SMILES: [N:1]1([C:5]2[S:6][C@H:7]3[O:13][C@@H:12]([CH2:14][OH:15])[C@H:11](C4C=CC=CC=4C([O-])=O)[C@H](C4C=CC=CC=4C([O-])=O)[C@H:8]3[N:9]=2)[CH2:4][CH2:3][CH2:2]1.CCN(S(F)(F)[F:40])CC.CO.[C:45]([O-:48])([O-])=O.[K+].[K+]>C(Cl)Cl.CC(O)=O>[N:1]1([C:5]2[S:6][C@H:7]3[O:13][C@H:12]([CH2:11][F:40])[C@@H:14]([OH:15])[C@H:45]([OH:48])[C@H:8]3[N:9]=2)[CH2:4][CH2:3][CH2:2]1 |f:3.4.5|. Procedure: A solution of -(3aR,5R,6S,7R,7aR)-2-(azetidin-1-yl)-5-(hydroxymethyl)-5,6,7,7a-tetrahydro-3aH-pyrano[3,2-d]thiazole-6,7-diyldibenzoate (100 mg, 0.2 mmol) in DCM (10 mL) was treated with DAST (137 mg, 0.8 mmol) for 30 min at −78° C. After stirring overnight at room temperature, the reaction was quenched with satd. aqueous NaHCO3 (10 mL), extracted with DCM (3×10 mL), washed with brine (10 mL), dried over anhydrous Na2SO4 and concentrated under vacuum to give the crude product as a white syrup (80... Starting materials: FC=1C=C(C=CC1)C=1C(=CC(=C2C=CC=NC12)C=C)C(C)=O (1-[8-(3-fluorophenyl)-5-vinylquinolin-7-yl]ethanone), [H][H] (hydrogen). Reagents/catalysts: [Pd] (palladium on carbon). The solvent is CO (methanol). Yields the product C(C)C1=C2C=CC=NC2=C(C(=C1)C(C)=O)C1=CC(=CC=C1)F (1-[5-Ethyl-8-(3-fluorophenyl)quinolin-7-yl]ethanone). Isolated yield 20.8%. As a reaction SMILES: [F:1][C:2]1[CH:3]=[C:4]([C:8]2[C:9]([C:20](=[O:22])[CH3:21])=[CH:10][C:11]([CH:18]=[CH2:19])=[C:12]3[C:17]=2[N:16]=[CH:15][CH:14]=[CH:13]3)[CH:5]=[CH:6][CH:7]=1.[H][H]>[Pd].CO>[CH2:18]([C:11]1[CH:10]=[C:9]([C:20](=[O:22])[CH3:21])[C:8]([C:4]2[CH:5]=[CH:6][CH:7]=[C:2]([F:1])[CH:3]=2)=[C:17]2[C:12]=1[CH:13]=[CH:14][CH:15]=[N:16]2)[CH3:19]. Procedure details: A mixture of 1-[8-(3-fluorophenyl)-5-vinylquinolin-7-yl]ethanone (0.03 g, 0.1 mmol) and 5% palladium on carbon (3 mg) in methanol (1 mL) was treated with hydrogen under balloon pressure, at room temperature, for 3 hours. The mixture was filtered. The filtrate was concentrated and purified on silica gel (eluting with 0 to 10% Ethyl acetate in hexane) to give the desired product (6.1 mg, 20%). LCMS calculated for C19H17FNO (M+H)+: m/z=294.1; Found: 294.1. Starting materials: C(#N)C1=CC(=C(CBr)C=C1)F (4-cyano-2-fluoro-benzylbromide), NC(C(=O)OC(C)(C)C)CC (tert-butyl 2-aminobutanoate). Yields the product C(#N)C1=CC(=C(CNC(C(=O)OC(C)(C)C)CC)C=C1)F (tert-Butyl 2-[(4-cyano-2-fluorobenzyl)amino]butanoate). As a reaction SMILES: [C:1]([C:3]1[CH:10]=[CH:9][C:6]([CH2:7]Br)=[C:5]([F:11])[CH:4]=1)#[N:2].[NH2:12][CH:13]([CH2:21][CH3:22])[C:14]([O:16][C:17]([CH3:20])([CH3:19])[CH3:18])=[O:15]>>[C:1]([C:3]1[CH:10]=[CH:9][C:6]([CH2:7][NH:12][CH:13]([CH2:21][CH3:22])[C:14]([O:16][C:17]([CH3:19])([CH3:18])[CH3:20])=[O:15])=[C:5]([F:11])[CH:4]=1)#[N:2]. Procedure details: The title compound was prepared following the general procedure 10 starting from 4-cyano-2-fluoro-benzylbromide (Fluorochem, 8.2 g, 38 mmol) and tert-butyl 2-aminobutanoate (6.2 g, 38 mmol), obtained in step 1. It was isolated as a colorless liquid. 1H NMR (DMSO-d6, 400 MHz) δ 7.79-7.76 (d, J=10.2 Hz, 1H), 7.68-7.67 (t, J=2.1 Hz, 2H), 3.84-3.79 (m, 1H) 3.71-3.66 (m, 1H), 2.95-2.91 (m, 1H), 2.52-2.48 (m, 1H), 1.58-1.53 (m, 2H), 1.49 (s, 9H), 0.87-0.83 (m, 3H).